From a dataset of the Open Reaction Database (ORD), a public repository of structured organic reaction records. describe an organic reaction: reactants, conditions, products, and yield The reactants are [H-].[Na+] (sodium hydride), C(CC(=O)OCC)(=O)OCC (Diethyl malonate), ClC1=NC=C(C=C1[N+](=O)[O-])F (2-chloro-5-fluoro-3-nitropyridine), ethyl acetate hexanes, Cl (HCl), suspension, oil, ice water. Run in CN(C=O)C (DMF). Run at temperature 0 celsius, time 8 hour. The product is FC1=CN=C2CC(NC2=C1)=O (6-Fluoro-4-azaoxindole). Reaction SMILES: [H-].[Na+].[C:3]([O:11]CC)(=O)[CH2:4][C:5](OCC)=O.ClC1[C:20]([N+:21]([O-])=O)=[CH:19][C:18]([F:24])=[CH:17][N:16]=1.Cl>CN(C)C=O>[F:24][C:18]1[CH:19]=[C:20]2[C:5]([CH2:4][C:3](=[O:11])[NH:21]2)=[N:16][CH:17]=1 |f:0.1|. Reported procedure: In a dry flask was placed sodium hydride as a 60% suspension in oil (3.1 g, 77.5 mmol). Most of the oil was removed by washing twice with hexanes. The remaining solid sodium hydride was then suspended in dry dimethylformamide (DMF) (100 mL) and cooled to 0° C. Diethyl malonate (11.8 mL, 77.7 mmol) was then added dropwise with stirring. The mixture was stirred at 0° C. for 1 hour after which a solution of 2-chloro-5-fluoro-3-nitropyridine (5.21 g, 29.5 mmol) in DMF (40 mL) was added. Stirring at ... The reactants are ClC=1C=C(C=C(C1)Cl)S(=O)(=O)NC=1C=C(C(=O)NC2=CC(=C(C(=O)O)C=C2)OC)C=CC1 (4-[3-(3,5-Dichloro-benzenesulfonylamino)-benzoylamino]-2-methoxy-benzoic acid), ClC=1C=C(C=C(C1)Cl)S(=O)(=O)Cl (3,5-dichloro-benzenesulfonyl chloride). Product: C(C)OC(C1=C(C=C(C=C1)NC(C1=CC(=CC=C1)NS(=O)(=O)C1=CC(=CC(=C1)Cl)Cl)=O)OC)=O (4-[3-(3,5-dichloro-benzenesulfonylamino)-benzoylamino]-2-methoxy-benzoic acid ethyl ester). As a reaction SMILES: [Cl:1][C:2]1[CH:3]=[C:4]([S:9]([NH:12][C:13]2[CH:14]=[C:15]([CH:30]=[CH:31][CH:32]=2)[C:16]([NH:18][C:19]2[CH:27]=[CH:26][C:22]([C:23]([OH:25])=[O:24])=[C:21]([O:28][CH3:29])[CH:20]=2)=[O:17])(=[O:11])=[O:10])[CH:5]=[C:6]([Cl:8])[CH:7]=1.Cl[C:34]1C=C(S(Cl)(=O)=O)C=C(Cl)[CH:39]=1>>[CH2:34]([O:24][C:23](=[O:25])[C:22]1[CH:26]=[CH:27][C:19]([NH:18][C:16](=[O:17])[C:15]2[CH:30]=[CH:31][CH:32]=[C:13]([NH:12][S:9]([C:4]3[CH:5]=[C:6]([Cl:8])[CH:7]=[C:2]([Cl:1])[CH:3]=3)(=[O:11])=[O:10])[CH:14]=2)=[CH:20][C:21]=1[O:28][CH3:29])[CH3:39]. Procedure: 4-[3-(3,5-Dichloro-benzenesulfonylamino)-benzoylamino]-2-methoxy-benzoic acid, MS (ISP): m/e=493.2 (M−H), was prepared in analogy to example 17, steps A to D. Step C was performed using 3,5-dichloro-benzenesulfonyl chloride and yielded 4-[3-(3,5-dichloro-benzenesulfonylamino)-benzoylamino]-2-methoxy-benzoic acid ethyl ester, which was hydrolyzed in step D. Starting materials: Cc1nc2c(c(C)c(C)n2-c2c(Br)cc(C(F)(F)F)cc2Br)c(=O)[nH]1, O, O=P(Cl)(Cl)Cl. Product: Cc1nc(Cl)c2c(C)c(C)n(-c3c(Br)cc(C(F)(F)F)cc3Br)c2n1. RXN SMILES: [CH3:6][c:7]1[nH:8][c:9](=[O:30])[c:10]2[c:11]([n:12]1)[n:13](-[c:18]1[c:19]([Br:29])[cH:20][c:21]([C:25]([F:26])([F:27])[F:28])[cH:22][c:23]1[Br:24])[c:14]([CH3:17])[c:15]2[CH3:16].[OH2:31].[P:1]([Cl:2])([Cl:3])([Cl:4])=[O:5]>>[Cl:3][c:9]1[n:8][c:7]([CH3:6])[n:12][c:11]2[c:10]1[c:15]([CH3:16])[c:14]([CH3:17])[n:13]2-[c:18]1[c:19]([Br:29])[cH:20][c:21]([C:25]([F:26])([F:27])[F:28])[cH:22][c:23]1[Br:24]. Reactants: COC=1C=C2C=C(C(=NC2=CC1)NC)C=O (6-methoxy-2-(methylamino) quinoline-3-carbaldehyde), COC=1C=C2C=C(C(=NC2=CC1)NC)C=O (6-Methoxy-2-(methylamino)quinoline-3-carbaldehyde), sodium borohydride NaBH4. The solvent is C1CCOC1 (THF). Conditions: time 4 hour. The product is COC=1C=C2C=C(C(=NC2=CC1)NC)CO ((6-Methoxy-2-(methylamino)quinolin-3-yl)methanol). Isolated yield 89.0%. Reaction SMILES: [CH3:1][O:2][C:3]1[CH:4]=[C:5]2[C:10](=[CH:11][CH:12]=1)[N:9]=[C:8]([NH:13][CH3:14])[C:7]([CH:15]=[O:16])=[CH:6]2>C1COCC1>[CH3:1][O:2][C:3]1[CH:4]=[C:5]2[C:10](=[CH:11][CH:12]=1)[N:9]=[C:8]([NH:13][CH3:14])[C:7]([CH2:15][OH:16])=[CH:6]2. Procedure details: To a stirred solution of 6-methoxy-2-(methylamino) quinoline-3-carbaldehyde SLA 28150 (1.006 g, 4.65 mmol) in THF (80 mL) in a 250 mL round-bottomed flask equipped with a magnetic stirrer was added sodium borohydride NaBH4 (0.176 g, 4.65 mmol) and the mixture was stirred for 4 h at RT then cooled in an ice bath before quenching by addition of a 1 N aq. HCl solution (40 mL). After stirring for 15 min at RT, the mixture was basified to pH=9 with a 2 N aq. NaOH solution. THF was then removed at 40°... Starting materials: N1=CC=C(C=C1)N1N=C(C(C=C1)=O)C=1N(N=CC1)C1=CC(=CC=C1)C#C[Si](C)(C)C (1-Pyridin-4-yl-3-[2-(3-trimethylsilanylethynyl-phenyl)-2H-pyrazol-3-yl]-1H-pyridazin-4-one), CCCC[N+](CCCC)(CCCC)CCCC.O.O.O.[F-] (Tetrabutylammoniumfluoride trihydrate). The solvent is C1CCOC1 (THF). Reaction conditions: time 1 hour. The product is C(#C)C=1C=C(C=CC1)N1N=CC=C1C1=NN(C=CC1=O)C1=CC=NC=C1 (3-[2-(3-Ethynyl-phenyl)-2H-pyrazol-3-yl]-1-pyridin-4-yl-1H-pyridazin-4-one). Isolated yield 81.0%. As a reaction SMILES: [N:1]1[CH:6]=[CH:5][C:4]([N:7]2[CH:12]=[CH:11][C:10](=[O:13])[C:9]([C:14]3[N:15]([C:19]4[CH:24]=[CH:23][CH:22]=[C:21]([C:25]#[C:26][Si](C)(C)C)[CH:20]=4)[N:16]=[CH:17][CH:18]=3)=[N:8]2)=[CH:3][CH:2]=1.CCCC[N+](CCCC)(CCCC)CCCC.O.O.O.[F-]>C1COCC1>[C:25]([C:21]1[CH:20]=[C:19]([N:15]2[C:14]([C:9]3[C:10](=[O:13])[CH:11]=[CH:12][N:7]([C:4]4[CH:3]=[CH:2][N:1]=[CH:6][CH:5]=4)[N:8]=3)=[CH:18][CH:17]=[N:16]2)[CH:24]=[CH:23][CH:22]=1)#[CH:26] |f:1.2.3.4.5|. Procedure: A mixture of 1-Pyridin-4-yl-3-[2-(3-trimethylsilanylethynyl-phenyl)-2H-pyrazol-3-yl]-1H-pyridazin-4-one (example 98, 33 mg, 0.08 mmol) is dissolved in THF (1 ml). Tetrabutylammoniumfluoride trihydrate (51 mg, 0.16 mmol) is added at 0° C. and the reaction mixture is allowed to warm up to ambient temperature within 15 minutes. Stirring is continued for another 1 hour. The reaction mixture is quenched with water and extracted with ethyl acetate. The solvent is removed and the obtained crude product...